From a dataset of the Open Reaction Database (ORD), a public repository of structured organic reaction records. describe an organic reaction: reactants, conditions, products, and yield RXN SMILES: [CH2:1](I)[CH2:2][CH2:3][CH3:4].[OH:6][N:7]=[C:8]([C:14](=[O:16])[CH3:15])[C:9]([O:11][CH2:12][CH3:13])=[O:10].C(=O)([O-])[O-].[K+].[K+]>CC(C)=O>[CH2:1]([O:6][N:7]=[C:8]([C:14](=[O:16])[CH3:15])[C:9]([O:11][CH2:12][CH3:13])=[O:10])[CH2:2][CH2:3][CH3:4] |f:2.3.4|. Isolated yield 90.2%. Reactants: C(CCC)I (n-Butyl iodide), ON=C(C(=O)OCC)C(C)=O (ethyl 2-hydroxyimino-3-oxobutyrate), C([O-])([O-])=O.[K+].[K+] (potassium carbonate). Reported procedure: n-Butyl iodide (46.9 g.) was added dropwise to a stirred suspension of ethyl 2-hydroxyimino-3-oxobutyrate (syn isomer, 40 g.), potassium carbonate (52.7 g.) and acetone (200 ml.) under ice-cooling over 5 minutes, and stirred at room temperature for 4 hours. The resultant solution was filtered, and washed with acetone. The filtrate and washing solution were combined together and concentrated in vacuo. After adding water (300 ml.) to the residue, the solution was extracted with methylene chloride ... Run at time 4 hour. Yields the product C(CCC)ON=C(C(=O)OCC)C(C)=O (ethyl 2-n-butoxyimino-3-oxobutyrate). Run in CC(=O)C (acetone).